Dataset: the Open Reaction Database (ORD), a public repository of structured organic reaction records. Task: describe an organic reaction: reactants, conditions, products, and yield Starting materials: Br, COc1ccc(-c2ccc(C(=O)O)cc2)cc1, CC(=O)O, O. As a reaction SMILES: [BrH:18].[CH3:1][O:2][c:3]1[cH:4][cH:5][c:6](-[c:9]2[cH:10][cH:11][c:12]([C:15](=[O:16])[OH:17])[cH:13][cH:14]2)[cH:7][cH:8]1.[CH3:20][C:21]([OH:22])=[O:23].[OH2:19]>>[c:3]1([O:22][C:21]([CH3:20])=[O:23])[cH:4][cH:5][c:6](-[c:9]2[cH:10][cH:11][c:12]([C:15](=[O:16])[OH:17])[cH:13][cH:14]2)[cH:7][cH:8]1. Product: CC(=O)Oc1ccc(-c2ccc(C(=O)O)cc2)cc1. Starting materials: CC1=CC2=C(N(C3=C(C=4N2C(NN4)=O)C=CC=N3)C(CN(C)C)=O)C=C1C (6,7-dimethyl-2,9-dihydro-9-[(dimethylamino)acetyl]-3H-pyrido[3,2-c]-s-triazolo[4,3-a][1,5]benzodiazepin-3-one), [H-].[Na+] (sodium hydride), CN(CCCCl)C ([3-(dimethylamino)-propyl]chloride). The solvent is CN(C=O)C (dimethylformamide), C=1(C(=CC=CC1)C)C (xylene). Reaction conditions: time 22 hour. The product is CC1=CC2=C(N(C3=C(C=4N2C(N(N4)CCCN(C)C)=O)C=CC=N3)C(CN(C)C)=O)C=C1C (6,7-dimethyl-2,9-dihydro-2-[3-(dimethylamino)propyl]-9-[(dimethylamino)-acetyl]-3H-pyrido[3,2-c]-s-triazolo[4,3-a][1,5]benzodiazepin-3-one). As a reaction SMILES: [CH3:1][C:2]1[C:26]([CH3:27])=[CH:25][C:5]2[N:6]([C:19](=[O:24])[CH2:20][N:21]([CH3:23])[CH3:22])[C:7]3[N:18]=[CH:17][CH:16]=[CH:15][C:8]=3[C:9]3[N:10]([C:11](=[O:14])[NH:12][N:13]=3)[C:4]=2[CH:3]=1.[H-].[Na+].[CH3:30][N:31]([CH3:36])[CH2:32][CH2:33][CH2:34]Cl>CN(C)C=O.C1(C)C(C)=CC=CC=1>[CH3:1][C:2]1[C:26]([CH3:27])=[CH:25][C:5]2[N:6]([C:19](=[O:24])[CH2:20][N:21]([CH3:23])[CH3:22])[C:7]3[N:18]=[CH:17][CH:16]=[CH:15][C:8]=3[C:9]3[N:10]([C:11](=[O:14])[N:12]([CH2:34][CH2:33][CH2:32][N:31]([CH3:36])[CH3:30])[N:13]=3)[C:4]=2[CH:3]=1 |f:1.2|. Procedure details: In the manner given in Example 25, to 6,7-dimethyl-2,9-dihydro-9-[(dimethylamino)acetyl]-3H-pyrido[3,2-c]-s-triazolo[4,3-a][1,5]benzodiazepin-3-one in dimethylformamide is added a solution of sodium hydride in mineral oil. The mixture is allowed to react to about 95° C. for 40 minutes and after cooling [3-(dimethylamino)-propyl]chloride in xylene is added. The mixture is kept at 95°-100° C. for a period of 22 hours, evaporated and worked up as in example 25 to give 6,7-dimethyl-2,9-dihydro-2-[3-... Starting materials: COC(=O)C(OCc1ccccc1)C(C)C, CO, Cl, [K+], [OH-], O. Reaction SMILES: [CH3:1][O:2][C:3]([CH:4]([CH:5]([CH3:6])[CH3:7])[O:8][CH2:9][c:10]1[cH:11][cH:12][cH:13][cH:14][cH:15]1)=[O:16].[CH3:21][OH:22].[ClH:19].[K+:18].[OH-:17].[OH2:20]>>[O:2]=[C:3]([CH:4]([CH:5]([CH3:6])[CH3:7])[O:8][CH2:9][c:10]1[cH:11][cH:12][cH:13][cH:14][cH:15]1)[OH:16]. The product is CC(C)C(OCc1ccccc1)C(=O)O. Starting materials: C(C)(C)(C)ON1C(C2=CC(=CC=3C2=C(C1=O)C=C(C3N3CCCC3)Cl)[N+](=O)[O-])=O (2-tert-butyloxy-5-chloro-8-nitro-6-(pyrrolidin-1-yl)-benzo[de]isoquinoline-1,3-dione), C(=O)(C(F)(F)F)O (TFA), ice water. Conditions: time 2 hour. The product is ClC=1C(=C2C3=C(C(N(C(C3=CC(=C2)[N+](=O)[O-])=O)O)=O)C1)N1CCCC1 (5-Chloro-2-hydroxy-8-nitro-6-(pyrrolidin-1-yl)-benzo[de]isoquinoline-1,3-dione). Isolated yield 70.6%. RXN SMILES: C([O:5][N:6]1[C:15](=[O:16])[C:14]2[CH:17]=[C:18]([Cl:25])[C:19]([N:20]3[CH2:24][CH2:23][CH2:22][CH2:21]3)=[C:12]3[C:13]=2[C:8](=[CH:9][C:10]([N+:26]([O-:28])=[O:27])=[CH:11]3)[C:7]1=[O:29])(C)(C)C.C(O)(C(F)(F)F)=O>>[Cl:25][C:18]1[C:19]([N:20]2[CH2:24][CH2:23][CH2:22][CH2:21]2)=[C:12]2[CH:11]=[C:10]([N+:26]([O-:28])=[O:27])[CH:9]=[C:8]3[C:13]2=[C:14]([CH:17]=1)[C:15](=[O:16])[N:6]([OH:5])[C:7]3=[O:29]. Procedure details: A mixture of 2-tert-butyloxy-5-chloro-8-nitro-6-(pyrrolidin-1-yl)-benzo[de]isoquinoline-1,3-dione (0.2 g, 0.47 mmol, from Example M3-A) and TFA (1.6 mL) was stirred at room temperature for 2 hours and poured into ice water. The solid was collected, washed with water and ether, and dried to give 0.12 g of the title compound, mp 209-210° C. The reactants are O=C(Cl)N1CC(Oc2ccc(Br)cc2)C1, C=CCN, C1CCOC1, O. The product is C=CCNC(=O)N1CC(Oc2ccc(Br)cc2)C1. RXN SMILES: [Br:1][c:2]1[cH:3][cH:4][c:5]([O:6][CH:7]2[CH2:8][N:9]([C:11](=[O:12])[Cl:13])[CH2:10]2)[cH:14][cH:15]1.[CH2:16]([CH:17]=[CH2:18])[NH2:19].[O:20]1[CH2:21][CH2:22][CH2:23][CH2:24]1.[OH2:25]>>[Br:1][c:2]1[cH:3][cH:4][c:5]([O:6][CH:7]2[CH2:8][N:9]([C:11](=[O:12])[NH:19][CH2:16][CH:17]=[CH2:18])[CH2:10]2)[cH:14][cH:15]1. The reactants are C(C)(C)(C)OO (tert-butyl hydroperoxide), [Cl-].[Na+] (sodium chloride), tert-butyl, C(CCCCCCCCC(=O)OC1CC(NC(C1)(C)C)(C)C)(=O)OC1CC(NC(C1)(C)C)(C)C (bis-(2,2,6,6-tetramethylpiperidin-4-yl) sebacate). Reagents/catalysts: [O-]CCCC.[O-]CCCC.[O-]CCCC.[O-]CCCC.[Ti+4] (titanium tetrabutoxide). Run in CCCCCCCCC (n-nonane), CCCCCCCCC (nonane). Reaction conditions: temperature 151 celsius. The product is C(CCCCCCCCC(=O)OC1CC(N(C(C1)(C)C)OCCCCCCCCC)(C)C)(=O)OC1CC(N(C(C1)(C)C)OCCCCCCCCC)(C)C (Bis-(1-nonyloxy-2,2,6,6-tetramethylpiperidin-4-yl) Sebacate). The yield is 6.0%. As a reaction SMILES: [C:1]([O:5]O)([CH3:4])(C)C.[Cl-].[Na+].[C:9]([O:32][CH:33]1[CH2:38][C:37]([CH3:40])([CH3:39])[NH:36][C:35]([CH3:42])([CH3:41])[CH2:34]1)(=[O:31])[CH2:10][CH2:11][CH2:12][CH2:13][CH2:14][CH2:15][CH2:16][CH2:17][C:18]([O:20][CH:21]1[CH2:26][C:25]([CH3:28])([CH3:27])[NH:24][C:23]([CH3:30])([CH3:29])[CH2:22]1)=[O:19]>CCCCCCCCC.[O-]CCCC.[O-]CCCC.[O-]CCCC.[O-]CCCC.[Ti+4]>[C:9]([O:32][CH:33]1[CH2:38][C:37]([CH3:40])([CH3:39])[N:36]([O:5][CH2:1][CH2:4][CH2:27][CH2:25][CH2:26][CH2:21][CH2:22][CH2:23][CH3:29])[C:35]([CH3:42])([CH3:41])[CH2:34]1)(=[O:31])[CH2:10][CH2:11][CH2:12][CH2:13][CH2:14][CH2:15][CH2:16][CH2:17][C:18]([O:20][CH:21]1[CH2:26][C:25]([CH3:27])([CH3:28])[N:24]([O:19][CH2:18][CH2:17][CH2:16][CH2:15][CH2:14][CH2:13][CH2:12][CH2:11][CH3:10])[C:23]([CH3:29])([CH3:30])[CH2:22]1)=[O:19] |f:1.2,5.6.7.8.9|. Reported procedure: A 2-phase mixture of 85.7 g (0.666 mol) of 70% aqueous tert-butyl hydroperoxide, 200 ml of n-nonane and 15 g of sodium chloride is agitated in a separatory funnel. The organic layer is dried over anhydrous magnesium sulfate. A mixture of 40.0 g (0.0832 mol) of bis-(2,2,6,6-tetramethylpiperidin-4-yl) sebacate and the tert-butyl hydroperoxidenonane solution is heated to reflux (151° C.) under a nitrogen atmosphere. To this mixture is added over a 10-minute period, a solution of 5.0 g of titanium t... Starting materials: C(C1=CC=CC=C1)OC1=CC(N(C=C1)C=1C=C2C=NN(C2=CC1)CCN1CCCCC1)=O (4-(benzyloxy)-1-(1-(2-(piperidin-1-yl)ethyl)-1H-indazol-5-yl)pyridin-2(1H)-one), Cl (HCl), C(C)OCC (diethyl ether). The solvent is C(Cl)Cl (CH2Cl2). Reaction conditions: time 2 hour. The product is Cl.C(C1=CC=CC=C1)OC1=CC(N(C=C1)C=1C=C2C=NN(C2=CC1)CCN1CCCCC1)=O (4-(Benzyloxy)-1-(1-(2-(piperidin-1-yl)ethyl)-1H-indazol-5-yl)pyridin-2(1H)-one hydrochloride). Yield: 78.0%. Reaction SMILES: [CH2:1]([O:8][C:9]1[CH:14]=[CH:13][N:12]([C:15]2[CH:16]=[C:17]3[C:21](=[CH:22][CH:23]=2)[N:20]([CH2:24][CH2:25][N:26]2[CH2:31][CH2:30][CH2:29][CH2:28][CH2:27]2)[N:19]=[CH:18]3)[C:11](=[O:32])[CH:10]=1)[C:2]1[CH:7]=[CH:6][CH:5]=[CH:4][CH:3]=1.[ClH:33].C(OCC)C>C(Cl)Cl>[ClH:33].[CH2:1]([O:8][C:9]1[CH:14]=[CH:13][N:12]([C:15]2[CH:16]=[C:17]3[C:21](=[CH:22][CH:23]=2)[N:20]([CH2:24][CH2:25][N:26]2[CH2:31][CH2:30][CH2:29][CH2:28][CH2:27]2)[N:19]=[CH:18]3)[C:11](=[O:32])[CH:10]=1)[C:2]1[CH:7]=[CH:6][CH:5]=[CH:4][CH:3]=1 |f:4.5|. Procedure: A solution of 4-(benzyloxy)-1-(1-(2-(piperidin-1-yl)ethyl)-1H-indazol-5-yl)pyridin-2(1H)-one (26.7 mg, 0.062 mmol) in CH2Cl2 (0.3 mL) was treated with anhydrous HCl in diethyl ether (62 μL, 0.062 mmol, 1.0 M). After stirring at ambient temperature for 2.0 h, the solids were collected by filtration, washed with diethyl ether and dried to yield the title compound (22.8 mg, 78%) as a light yellow solid. 1H NMR (500 MHz, DMSO-d6) δ 9.85 (br s, 1H), 8.24 (s, 1H), 7.85 (d, J=9.0 Hz, 1H), 7.79 (s, 1H),... Starting materials: [Al+3], C1CCOC1, COc1cc(OC)c(F)c(N=Cc2cnc(SC)nc2NC2CC2)c1F, [H-], [H-], [H-], [H-], [Li+]. Product: COc1cc(OC)c(F)c(NCc2cnc(SC)nc2NC2CC2)c1F. Reaction SMILES: [Al+3:28].[CH2:33]1[O:34][CH2:35][CH2:36][CH2:37]1.[CH:1]1([NH:4][c:5]2[n:6][c:7]([S:25][CH3:26])[n:8][cH:9][c:10]2[CH:11]=[N:12][c:13]2[c:14]([F:24])[c:15]([O:22][CH3:23])[cH:16][c:17]([O:20][CH3:21])[c:18]2[F:19])[CH2:2][CH2:3]1.[H-:27].[H-:30].[H-:31].[H-:32].[Li+:29]>>[CH:1]1([NH:4][c:5]2[n:6][c:7]([S:25][CH3:26])[n:8][cH:9][c:10]2[CH2:11][NH:12][c:13]2[c:14]([F:24])[c:15]([O:22][CH3:23])[cH:16][c:17]([O:20][CH3:21])[c:18]2[F:19])[CH2:2][CH2:3]1. Product: FC1=NC=CC=C1C1=CC(CCC1)(O)C ((rac)-3-(2-fluoropyridin-3-yl)-1-methylcyclohex-2-enol). Starting materials: solution, C[Mg]Cl (methylmagnesium chloride), FC1=NC=CC=C1C1=CC(CCC1)=O (3-(2-fluoropyridin-3-yl)cyclohex-2-enone). Conditions: time 8 hour. Procedure details: A 3.0 M solution of methylmagnesium chloride in tetrahydrofuran (4.88 mL, 14.64 mmol) was added slowly to a solution of 3-(2-fluoropyridin-3-yl)cyclohex-2-enone (2.00 g, 10.46 mmol) in THF (20 ml) at −78° C. After completion of the addition the reaction mixture was stirred overnight while it gradually warmed up to RT. It was cooled in an ice water bath and distilled water (5 ml) was added slowly. The mixture was concentrated under reduced pressure, saturated aqueous sodium bicarbonate (200 ml) w... Reaction SMILES: [CH3:1][Mg]Cl.[F:4][C:5]1[C:10]([C:11]2[CH2:16][CH2:15][CH2:14][C:13](=[O:17])[CH:12]=2)=[CH:9][CH:8]=[CH:7][N:6]=1>C1COCC1>[F:4][C:5]1[C:10]([C:11]2[CH2:16][CH2:15][CH2:14][C:13]([CH3:1])([OH:17])[CH:12]=2)=[CH:9][CH:8]=[CH:7][N:6]=1. The solvent is C1CCOC1 (THF), O1CCCC1 (tetrahydrofuran). Reactants: O=C1c2ccccc2C(=O)N1CCCBr, O=C([O-])[O-], CC(C)=O, [K+], [K+], c1ccc(N2CCNCC2)cc1. Yields the product O=C1c2ccccc2C(=O)N1CCCN1CCN(c2ccccc2)CC1. As a reaction SMILES: [Br:1][CH2:2][CH2:3][CH2:4][N:5]1[C:6](=[O:15])[c:7]2[c:8]([cH:11][cH:12][cH:13][cH:14]2)[C:9]1=[O:10].[C:28](=[O:29])([O-:30])[O-:31].[CH3:34][C:35](=[O:36])[CH3:37].[K+:32].[K+:33].[c:16]1([N:22]2[CH2:23][CH2:24][NH:25][CH2:26][CH2:27]2)[cH:17][cH:18][cH:19][cH:20][cH:21]1>>[CH2:2]([CH2:3][CH2:4][N:5]1[C:6](=[O:15])[c:7]2[c:8]([cH:11][cH:12][cH:13][cH:14]2)[C:9]1=[O:10])[N:25]1[CH2:24][CH2:23][N:22]([c:16]2[cH:17][cH:18][cH:19][cH:20][cH:21]2)[CH2:27][CH2:26]1.